The task is: describe an organic reaction: reactants, conditions, products, and yield. This data is from the Open Reaction Database (ORD), a public repository of structured organic reaction records. Reactants: Cl.BrC=1C=C(CN)C=CC1 (3-bromobenzylamine hydrochloride), C(=O)([O-])[O-].[Na+].[Na+] (Na2CO3), C1=CC=CC=2C3=CC=CC=C3C(C12)COC(=O)C1C(=O)N(C(C1)=O)O (9-fluorenylmethyloxycarbonyl-N-hydroxysuccinimide). Run in O1CCOCC1 (dioxane), C(Cl)Cl (CH2Cl2). Run at time 30 minute. The product is C1=CC=CC=2C3=CC=CC=C3C(C12)COC(NCC1=CC(=CC=C1)Br)=O ((3-Bromobenzyl)-carbamic acid 9H-fluoren-9-ylmethyl ester). The yield is 82.1%. Reaction SMILES: Cl.[Br:2][C:3]1[CH:4]=[C:5]([CH:8]=[CH:9][CH:10]=1)[CH2:6][NH2:7].C([O-])([O-])=O.[Na+].[Na+].[CH:17]1[C:29]2[CH:28]([CH2:30][O:31][C:32](C3CC(=O)N(O)C3=O)=[O:33])[C:27]3[C:22](=[CH:23][CH:24]=[CH:25][CH:26]=3)[C:21]=2[CH:20]=[CH:19][CH:18]=1>O1CCOCC1.C(Cl)Cl>[CH:17]1[C:29]2[CH:28]([CH2:30][O:31][C:32](=[O:33])[NH:7][CH2:6][C:5]3[CH:8]=[CH:9][CH:10]=[C:3]([Br:2])[CH:4]=3)[C:27]3[C:22](=[CH:23][CH:24]=[CH:25][CH:26]=3)[C:21]=2[CH:20]=[CH:19][CH:18]=1 |f:0.1,2.3.4|. Reported procedure: To 3-bromobenzylamine hydrochloride (16.0 g, 71.9 mmol) was added aqueous 9% Na2CO3 (211 mL) followed by 9-fluorenylmethyloxycarbonyl-N-hydroxysuccinimide (25.5 g, 75.5 mmol) in dioxane (211 mL). This was stirred 30 minutes, then diluted with CH2Cl2 (200 mL). The layers were separated and the aqueous layer was extracted with CH2Cl2. The combined organic layers were washed with 1 M HCl, brine, dried over magnesium sulfate, filtered, and concentrated in vacuo. The resulting solid was purified by r... The reactants are FC(C(=O)[O-])(F)F.C(C)(C)(C)OC(=O)N\C(\N(CC(=O)N(CCC[P+](C1=CC=CC=C1)(C1=CC=CC=C1)C1=CC=CC=C1)C)C)=N/C(=O)OC(C)(C)C (N2—{(E)-[(tert-butoxycarbonyl)amino][(tert-butoxycarbonyl)imino]methyl}-N,N2-dimethyl-N-[3-(triphenylphosphonio)propyl]glycinamide trifluoroacetate). Solvent: FC(C(=O)O)(F)F (trifluoroacetic acid). Reaction conditions: time 15 minute. Product: FC(C(=O)[O-])(F)F.FC(C(=O)[O-])(F)F.[NH3+]C(N(CC(=O)N(CCC[P+](C1=CC=CC=C1)(C1=CC=CC=C1)C1=CC=CC=C1)C)C)=N (N2-[ammonio(imino)methyl]-N,N2-dimethyl-N-[3-(triphenylphosphonio)propyl]glycinamide bis(trifluoroacetate)). The yield is 18.0%. RXN SMILES: [F:1][C:2]([F:7])([F:6])[C:3]([O-:5])=[O:4].C(OC([NH:15]/[C:16](=[N:46]\C(OC(C)(C)C)=O)/[N:17]([CH3:45])[CH2:18][C:19]([N:21]([CH3:44])[CH2:22][CH2:23][CH2:24][P+:25]([C:38]1[CH:43]=[CH:42][CH:41]=[CH:40][CH:39]=1)([C:32]1[CH:37]=[CH:36][CH:35]=[CH:34][CH:33]=1)[C:26]1[CH:31]=[CH:30][CH:29]=[CH:28][CH:27]=1)=[O:20])=O)(C)(C)C>FC(F)(F)C(O)=O>[F:1][C:2]([F:7])([F:6])[C:3]([O-:5])=[O:4].[F:1][C:2]([F:7])([F:6])[C:3]([O-:5])=[O:4].[NH3+:46][C:16](=[NH:15])[N:17]([CH3:45])[CH2:18][C:19]([N:21]([CH3:44])[CH2:22][CH2:23][CH2:24][P+:25]([C:26]1[CH:31]=[CH:30][CH:29]=[CH:28][CH:27]=1)([C:32]1[CH:33]=[CH:34][CH:35]=[CH:36][CH:37]=1)[C:38]1[CH:43]=[CH:42][CH:41]=[CH:40][CH:39]=1)=[O:20] |f:0.1,3.4.5|. Reported procedure: N2—{(E)-[(tert-butoxycarbonyl)amino][(tert-butoxycarbonyl)imino]methyl}-N,N2-dimethyl-N-[3-(triphenylphosphonio)propyl]glycinamide trifluoroacetate (330 mg, 0.43 mmol) was dissolved in trifluoroacetic acid (1.6 ml) and stirred at room temperature for 15 minutes, and the crude was isolated upon removal of volatiles. Purification by preparative HPLC to give the title compound as a white solid following lyophilization (18% yield). Starting materials: [S] (sulphur), resultant mixture, [OH-].[Na+] (sodium hydroxide), resultant mixture, [Li] (lithium), C(#N)C1=CC=C(S1)S (5-cyanothiophene-2-thiol), [N+](=O)([O-])C (Nitromethane), C(#N)C=1SC=CC1 (2-cyanothiophene), solution, C(CCC)[Li] (butyllithium), CCCCCC (hexane), C(C)(C)NC(C)C (diisopropylamine). Reagents/catalysts: [Fe-3](C#N)(C#N)(C#N)(C#N)(C#N)C#N.[K+].[K+].[K+] (potassium ferricyanide). The solvent is CCOCC (ether), O (water), CCOCC (ether), CCOCC (ether). Run at temperature -70 celsius, time 45 minute. Product: C(#N)C1=CC=C(S1)SC[N+](=O)[O-] (5-cyano-2-(nitromethylthio)thiophene). Isolated yield 10.0%. RXN SMILES: C([Li])CCC.CCCCCC.C(NC(C)C)(C)C.C(C1SC=CC=1)#N.[S].[Li].[C:28]([C:30]1[S:34][C:33]([SH:35])=[CH:32][CH:31]=1)#[N:29].[OH-].[Na+].[N+:38]([CH3:41])([O-:40])=[O:39]>CCOCC.O.[Fe-3](C#N)(C#N)(C#N)(C#N)(C#N)C#N.[K+].[K+].[K+]>[C:28]([C:30]1[S:34][C:33]([S:35][CH2:41][N+:38]([O-:40])=[O:39])=[CH:32][CH:31]=1)#[N:29] |f:7.8,12.13.14.15,^3:25,^1:26|. Procedure details: A 1.6 M solution of butyllithium in hexane (19.0 ml. 28 mmol) was added to a stirred solution of diisopropylamine (3.9 ml, 28 mmol) in dry ether (40 ml) at -70° C. under argon, and the resulting solution was stirred at -70° C. for 45 minutes. A solution of 2-cyanothiophene (2.6 ml, 28 mmol) in dry ether (10 ml) was then added. The mixture was stirred at -70° C, for 1 hour, then sulphur (1.27 g, 28 mmol) was added slowly at -50° C. After stirring the mixture at -50° C. for 1 hour, it was allowed ... The reactants are FC=1C=C(C#N)C=CC1[C@H]1CC(C=2N1C=NC2)=O (3-fluoro-4-((R)-7-oxo-6,7-dihydro-5H-pyrrolo[1,2-c]imidazol-5-yl)-benzonitrile), BrC1=CC(=C(C=C1)C)C (4-bromo-1,2-dimethylbenzene), [Li]C(C)CC (s-BuLi), C1CCCCC1 (cyclohexane). Solvent: C1CCOC1 (THF), C1CCOC1 (THF). Reaction conditions: temperature -40 celsius, time 1 hour. Yields the product CC=1C=C(C=CC1C)[C@]1(C[C@@H](N2C=NC=C21)C2=C(C=C(C#N)C=C2)F)O (4-((5R,7S)-7-(3,4-dimethylphenyl)-7-hydroxy-6,7-dihydro-5H-pyrrolo[1,2-c]imidazol-5-yl)-3-fluorobenzonitrile). The yield is 10.7%. Reaction SMILES: Br[C:2]1[CH:7]=[CH:6][C:5]([CH3:8])=[C:4]([CH3:9])[CH:3]=1.[Li]C(CC)C.C1CCCCC1.[F:21][C:22]1[CH:23]=[C:24]([CH:27]=[CH:28][C:29]=1[C@@H:30]1[N:34]2[CH:35]=[N:36][CH:37]=[C:33]2[C:32](=[O:38])[CH2:31]1)[C:25]#[N:26]>C1COCC1>[CH3:9][C:4]1[CH:3]=[C:2]([C@:32]2([OH:38])[C:33]3[N:34]([CH:35]=[N:36][CH:37]=3)[C@@H:30]([C:29]3[CH:28]=[CH:27][C:24]([C:25]#[N:26])=[CH:23][C:22]=3[F:21])[CH2:31]2)[CH:7]=[CH:6][C:5]=1[CH3:8]. Procedure details: To a solution of 4-bromo-1,2-dimethylbenzene (77 mg, 0.42 mmol) in THF (1 mL) at −78° C. was added a solution of 1.4 M s-BuLi in cyclohexane (0.33 ml, 0.46 mmol). The crude was warmed to −40° C. and stirred between −40° C. and −30° C. for 1 hr. The crude was cooled to −60° C. A solution of 3-fluoro-4-((R)-7-oxo-6,7-dihydro-5H-pyrrolo[1,2-c]imidazol-5-yl)-benzonitrile (50 mg, 0.21 mmol) in THF (1 mL) was added. The crude was stirred at −60° C. for 1 hr. The crude was warmed to room temperature in... Reaction SMILES: [NH:1]1[CH:5]=[CH:4][C:3]([CH2:6][NH2:7])=[N:2]1.[CH2:8]([O:15][C:16]1[CH:21]=[CH:20][N:19]([C:22]2[S:23][C:24]([C:28](O)=[O:29])=[C:25]([CH3:27])[N:26]=2)[C:18](=[O:31])[CH:17]=1)[C:9]1[CH:14]=[CH:13][CH:12]=[CH:11][CH:10]=1>>[NH:1]1[CH:5]=[CH:4][C:3]([CH2:6][NH:7][C:28]([C:24]2[S:23][C:22]([N:19]3[CH:20]=[CH:21][C:16]([O:15][CH2:8][C:9]4[CH:14]=[CH:13][CH:12]=[CH:11][CH:10]=4)=[CH:17][C:18]3=[O:31])=[N:26][C:25]=2[CH3:27])=[O:29])=[N:2]1. Reactants: N1N=C(C=C1)CN ((1H-pyrazol-3-yl)methanamine), C(C1=CC=CC=C1)OC1=CC(N(C=C1)C=1SC(=C(N1)C)C(=O)O)=O (2-(4-(benzyloxy)-2-oxopyridin-1(2H)-yl)-4-methylthiazole-5-carboxylic acid). Reported procedure: Following the procedure as described in Example 22, making variation only as required to use (1H-pyrazol-3-yl)methanamine in place of benzo[b]thiophen-2-ylmethanamine to react with 2-(4-(benzyloxy)-2-oxopyridin-1(2H)-yl)-4-methylthiazole-5-carboxylic acid, the title compound was obtained as a colorless solid in 43% yield: 1H NMR (300 MHz, DMSO-d6) δ 12.63 (br s, 1H), 8.74-8.54 (m, 2H), 7.63-7.31 (m, 6H), 6.38 (dd, J=8.1, 2.5 Hz, 1H), 6.22 (d, J=2.5 Hz, 1H), 6.13 (d, J=1.0 Hz, 1H), 5.15 (s, 2H), ... Product: N1N=C(C=C1)CNC(=O)C1=C(N=C(S1)N1C(C=C(C=C1)OCC1=CC=CC=C1)=O)C (N-((1H-Pyrazol-3-yl)methyl)-2-(4-(benzyloxy)-2-oxopyridin-1(2H)-yl)-4-methylthiazole-5-carboxamide). The yield is 43.0%. Starting materials: hydrazine sulfide, 2-alkoxycarbonylcyclohexanone, C(C)(=O)O (acetic acid), C1(=CC=CC=C1)C (toluene). The solvent is C=1(C(=CC=CC1)C)C (xylene). The product is N1NC(C2CCCC=C12)=O (hexahydroindazol-3-one). Reaction SMILES: [NH2:1](=S)[NH2:2].[C:4]([OH:7])(=O)[CH3:5].[C:8]1(C)[CH:13]=[CH:12]C=[CH:10][CH:9]=1>C1(C)C(C)=CC=CC=1>[NH:1]1[C:10]2[CH:5]([CH2:12][CH2:13][CH2:8][CH:9]=2)[C:4](=[O:7])[NH:2]1. Procedure details: The aminosulfide (IV) is then reacted with concentrated hydrochloric acid at a temperature of 0° to 40° C., followed by reacting the resultant hydrochloride with 1.0 to 1.5 equivalents of sodium nitrite at -10° to 5° C. to form the diazonium salt. The diazonium salt is reduced with 3.0 to 10 equivalents (in regard to the aminosulfide (IV)) of stannous chloride at 0° to -40° C. to obtain the hydrazine hydrochloride, which is neutralized with an aqueous alkaline solution (e.g. sodium hydroxide, po... The reactants are COc1ccc(C(=O)CN2CCCC2c2cccc(OCCCN3CCCCC3)c2)cc1OC, CO, ClCCl, N. Product: COc1ccc(C2CN3CCCC3c3cc(OCCCN4CCCCC4)ccc32)cc1OC. As a reaction SMILES: [CH3:1][O:2][c:3]1[cH:4][c:5]([C:11]([CH2:12][N:13]2[CH:14]([c:18]3[cH:19][c:20]([O:24][CH2:25][CH2:26][CH2:27][N:28]4[CH2:29][CH2:30][CH2:31][CH2:32][CH2:33]4)[cH:21][cH:22][cH:23]3)[CH2:15][CH2:16][CH2:17]2)=[O:34])[cH:6][cH:7][c:8]1[O:9][CH3:10].[CH3:36][OH:37].[Cl:38][CH2:39][Cl:40].[NH3:35]>>[CH3:1][O:2][c:3]1[cH:4][c:5]([CH:11]2[CH2:12][N:13]3[CH:14]([CH2:15][CH2:16][CH2:17]3)[c:18]3[cH:19][c:20]([O:24][CH2:25][CH2:26][CH2:27][N:28]4[CH2:29][CH2:30][CH2:31][CH2:32][CH2:33]4)[cH:21][cH:22][c:23]32)[cH:6][cH:7][c:8]1[O:9][CH3:10].